Dataset: the Open Reaction Database (ORD), a public repository of structured organic reaction records. Task: describe an organic reaction: reactants, conditions, products, and yield The reactants are C(C)(C)(C)OC(NC1=C(C=C(C=C1)C1=C(C=CC=C1)F)NC(CC(=O)C1=CC(=CC=C1)C#N)=O)=O ({3-[3-(3-cyano-phenyl)-3-oxo-propionylamino]-2′-fluoro-biphenyl-4-yl}-carbamic acid tert.-butyl ester), C(=O)(C(F)(F)F)O (TFA). Run in C(Cl)Cl (CH2Cl2). The product is FC1=C(C=CC=C1)C1=CC2=C(N=C(CC(N2)=O)C=2C=C(C#N)C=CC2)C=C1 (3-[7-(2-Fluoro-phenyl)-4-oxo-4,5-dihydro-3H-benzo[b][1,4]diazepin-2-yl]-benzonitrile). Reaction SMILES: C(OC(=O)[NH:7][C:8]1[CH:13]=[CH:12][C:11]([C:14]2C=C[CH:17]=[CH:16][C:15]=2F)=[CH:10][C:9]=1[NH:21][C:22](=[O:34])[CH2:23][C:24]([C:26]1[CH:31]=[CH:30][CH:29]=[C:28]([C:32]#[N:33])[CH:27]=1)=O)(C)(C)C.[C:36](O)([C:38]([F:41])(F)F)=O>C(Cl)Cl>[F:41][C:38]1[CH:36]=[CH:17][CH:16]=[CH:15][C:14]=1[C:11]1[CH:12]=[CH:13][C:8]2[N:7]=[C:24]([C:26]3[CH:27]=[C:28]([CH:29]=[CH:30][CH:31]=3)[C:32]#[N:33])[CH2:23][C:22](=[O:34])[NH:21][C:9]=2[CH:10]=1. Reported procedure: Prepared from {3-[3-(3-cyano-phenyl)-3-oxo-propionylamino]-2′-fluoro-biphenyl-4-yl}-carbamic acid tert.-butyl ester (Example K57) by treatment with TFA in CH2Cl2 according to the general procedure M. Obtained as a light yellow solid (128 mg).